From a dataset of the Open Reaction Database (ORD), a public repository of structured organic reaction records. describe an organic reaction: reactants, conditions, products, and yield The reactants are O=C(OCC)C=1OC=CC1. The reagents and catalysts are O1B(OC(C)(C)C1(C)C)B2OC(C)(C)C(O2)(C)C, O=C1C=CC=2C=CC=C(C3=CN=C(C=C3)C=4N=CC=CC4)C2N1, [K].OC(C)(C)C, C[OH2+].C[OH2+].C1CC=CCCC=C1.C1CC=CCCC=C1.[Ir].[Ir]. Run in O1CCCC1. Reaction conditions: temperature 80 celsius, time 12 hour. Product: O=C(OCC)C=1OC(=CC1)B2OC(C)(C)C(O2)(C)C. The yield is 85.0%. Reactants: CN(C(=O)N1CCC(=CC1)C1=CC2=C(N=CN=C2C2=C(C(=CC(=C2)F)N)C)N1)C (4-[4-(3-Amino-5-fluoro-2-methyl-phenyl)-7H-pyrrolo[2,3-d]pyrimidin-6-yl]-3,6-dihydro-2H-pyridine-1-carboxylic acid dimethylamide), Intermediate 48, C1=CNC2=C1C(=NC=N2)Cl (6-chloro-7-deazapurine), CN(C(=O)N1CCC(=CC1)C1=CC2=C(N=CN=C2C2=C(C(=CC=C2)N2C(C3=CC=C(C=C3CC2)C(C)(C)O)=O)CO)N1)C (4-(4-{2-Hydroxymethyl-3-[6-(1-hydroxy-1-methyl-ethyl)-1-oxo-3,4-dihydro-1H-isoquinolin-2-yl]-phenyl}-7H-pyrrolo[2,3-d]pyrimidin-6-yl)-3,6-dihydro-2H-pyridine-1-carboxylic acid dimethylamide). The product is C(C)(C)(C)C1=CC=C(C(=O)NC2=C(C(=CC=C2)C=2C3=C(N=CN2)NC=C3)C)C=C1 (4-tert-Butyl-N-[2-methyl-3-(7H-pyrrolo[2,3-d]pyrimidin-4-yl)-phenyl]-benzamide). As a reaction SMILES: [CH3:1]N(C)C(N1CC=C(C2NC3N=CN=C(C4C=C(F)C=C(N)C=4C)C=3C=2)CC1)=O.C1C2C(Cl)=NC=NC=2NC=1.CN(C)C(N1CC=C([C:50]2[NH:81][C:53]3[N:54]=[CH:55][N:56]=[C:57]([C:58]4[CH:63]=[CH:62][CH:61]=[C:60]([N:64]5CC[C:71]6[C:66](=[CH:67][CH:68]=[C:69]([C:74](O)([CH3:76])[CH3:75])[CH:70]=6)[C:65]5=[O:78])[C:59]=4[CH2:79]O)[C:52]=3[CH:51]=2)CC1)=O>>[C:74]([C:69]1[CH:68]=[CH:67][C:66]([C:65]([NH:64][C:60]2[CH:61]=[CH:62][CH:63]=[C:58]([C:57]3[C:52]4[CH:51]=[CH:50][NH:81][C:53]=4[N:54]=[CH:55][N:56]=3)[C:59]=2[CH3:79])=[O:78])=[CH:71][CH:70]=1)([CH3:1])([CH3:76])[CH3:75]. Procedure: Intermediate 51 was prepared analogue to Intermediate 6 by replacing Intermediate 3 with 6-chloro-7-deazapurine and Intermediate 5 with Intermediate 48. Reactants: 1-N-acetyl-20-(-N',N'-dimethyl)decyl diamine, C(C)(=O)OC(C)=O (acetic anhydride), C(C)(C)[N-]C(C)C.[Li+] (lithium diisopropylamide), C(C)[Si](C1=CC(=CO1)C=O)(CC)CC (5-triethylsilyl-3-furaldehyde). Product: C(C)C1=C(OC=C1)[Si](C)(C)C (ethyl-2-trimethylsilylfuran). RXN SMILES: [CH:1]([N-]C(C)C)(C)[CH3:2].[Li+].[CH2:9]([Si:11]([CH2:21]C)([CH2:19]C)[C:12]1[O:16][CH:15]=[C:14](C=O)[CH:13]=1)C.C(OC(=O)C)(=O)C>>[CH2:1]([C:13]1[CH:14]=[CH:15][O:16][C:12]=1[Si:11]([CH3:9])([CH3:19])[CH3:21])[CH3:2] |f:0.1|. Procedure details: Reacting 1-N-acetyl-20-(-N',N'-dimethyl)decyl diamine (prepare from 1,10-(-N',N'-dimethyl)decyl diamine with acetyl chloride) with lithium diisopropylamide, followed by 5-triethylsilyl-3-furaldehyde and acetic anhydride gives 4-[1-acetoxy-2(N-10-N',N'-dimethyl)aminodecyl)amido]ethyl-2-trimethylsilylfuran. Treatment of this intermediate with excess iodomethane followed by singlet oxygen oxidation gives r-[1-acetoxy-2-(N-10-(N',N',N'-trimethyl)aminodecyl)amido]ethyl-5-hydroxy-2(5H)-furanone.